Dataset: the Open Reaction Database (ORD), a public repository of structured organic reaction records. Task: describe an organic reaction: reactants, conditions, products, and yield Starting materials: FC(C(=O)OC(C(F)(F)F)=O)(F)F (Trifluoroacetic anhydride), ClC=1C=CC2=C(C(OC(O2)C(=O)N)(C2CCCCC2)C2CCCCC2)C1 (6-chloro-4,4-dicyclohexyl-4H-benzo[1,3]dioxine-2-carboxylic amide), N1=CC=CC=C1 (pyridine). Run in O1CCOCC1 (dioxane). Conditions: temperature 0 celsius, time 4 hour. The product is ClC=1C=CC2=C(C(OC(O2)C#N)(C2CCCCC2)C2CCCCC2)C1 (6-Chloro-4,4-dicyclohexyl-4H-benzo[1,3]dioxine-2-carbonitrile). RXN SMILES: FC(F)(F)C(OC(=O)C(F)(F)F)=O.[Cl:14][C:15]1[CH:16]=[CH:17][C:18]2[O:23][CH:22]([C:24]([NH2:26])=O)[O:21][C:20]([CH:33]3[CH2:38][CH2:37][CH2:36][CH2:35][CH2:34]3)([CH:27]3[CH2:32][CH2:31][CH2:30][CH2:29][CH2:28]3)[C:19]=2[CH:39]=1.N1C=CC=CC=1>O1CCOCC1>[Cl:14][C:15]1[CH:16]=[CH:17][C:18]2[O:23][CH:22]([C:24]#[N:26])[O:21][C:20]([CH:33]3[CH2:34][CH2:35][CH2:36][CH2:37][CH2:38]3)([CH:27]3[CH2:32][CH2:31][CH2:30][CH2:29][CH2:28]3)[C:19]=2[CH:39]=1. Reported procedure: 4.19 ml Trifluoroacetic anhydride is added dropwise to a solution of 3.25 g 6-chloro-4,4-dicyclohexyl-4H-benzo[1,3]dioxine-2-carboxylic amide and 1.7 ml pyridine in 29 ml dioxane at 0° C. The reaction was stirred for 30 min at 0° C. and for 4 h at room temperature. The reaction mixture was then poured on ice water and stirred for 30 min. The precipitate was filtered, washed with water and dried over P2O5 under vaccum. Yield: 2.95 g.